Dataset: the Open Reaction Database (ORD), a public repository of structured organic reaction records. Task: describe an organic reaction: reactants, conditions, products, and yield Reactants: CC(C)CBr, Cc1cc(N=C2NC3(CCCC3)CS2)nc(C)c1C#N, CO, [H-], [Na+], CN(C)C=O. The product is Cc1cc(N=C2SCC3(CCCC3)N2CC(C)C)nc(C)c1C#N. As a reaction SMILES: [CH2:21]([CH:22]([CH3:23])[CH3:24])[Br:25].[CH3:1][c:2]1[n:3][c:4]([N:11]=[C:12]2[NH:13][C:14]3([CH2:15][S:16]2)[CH2:17][CH2:18][CH2:19][CH2:20]3)[cH:5][c:6]([CH3:10])[c:7]1[C:8]#[N:9].[CH3:28][OH:29].[H-:27].[Na+:26].[O:30]=[CH:31][N:32]([CH3:33])[CH3:34]>>[CH3:1][c:2]1[n:3][c:4]([N:11]=[C:12]2[N:13]([CH2:21][CH:22]([CH3:23])[CH3:24])[C:14]3([CH2:15][S:16]2)[CH2:17][CH2:18][CH2:19][CH2:20]3)[cH:5][c:6]([CH3:10])[c:7]1[C:8]#[N:9]. Reactants: CCOC(C)=O, COC(=O)c1ccc(C)c([N+](=O)[O-])c1, CO. Product: COC(=O)c1ccc(C)c(N)c1. Reaction SMILES: [CH3:15][CH2:16][O:17][C:18]([CH3:19])=[O:20].[CH3:1][O:2][C:3]([c:4]1[cH:5][c:6]([N+:11]([O-:12])=[O:13])[c:7]([CH3:10])[cH:8][cH:9]1)=[O:14].[CH3:21][OH:22]>>[CH3:1][O:2][C:3]([c:4]1[cH:5][c:6]([NH2:11])[c:7]([CH3:10])[cH:8][cH:9]1)=[O:14]. Starting materials: C#Cc1ccccn1, CC(O)(CNC(=O)c1cnc(Br)c(-c2ccc(OC(F)(F)F)cc2)n1)C1CC1. Product: CC(O)(CNC(=O)c1cnc(CCc2ccccn2)c(-c2ccc(OC(F)(F)F)cc2)n1)C1CC1. RXN SMILES: [C:29](#[CH:30])[c:31]1[n:32][cH:33][cH:34][cH:35][cH:36]1.[CH:1]1([C:4]([CH2:5][NH:6][C:7](=[O:8])[c:9]2[n:10][c:11](-[c:16]3[cH:17][cH:18][c:19]([O:22][C:23]([F:24])([F:25])[F:26])[cH:20][cH:21]3)[c:12]([Br:15])[n:13][cH:14]2)([CH3:27])[OH:28])[CH2:2][CH2:3]1>>[CH:1]1([C:4]([CH2:5][NH:6][C:7](=[O:8])[c:9]2[n:10][c:11](-[c:16]3[cH:17][cH:18][c:19]([O:22][C:23]([F:24])([F:25])[F:26])[cH:20][cH:21]3)[c:12]([CH2:30][CH2:29][c:31]3[n:32][cH:33][cH:34][cH:35][cH:36]3)[n:13][cH:14]2)([CH3:27])[OH:28])[CH2:2][CH2:3]1. The reactants are C(C)(C)(C)C1=CC=C(C=C1)C(C)=O (4′-tert-butylacetophenone), C(OC)(OC)OC (trimethyl orthoformate), CO (MeOH). The reagents and catalysts are [Br-].[Br-].[Br-].C(CCC)[N+](CCCC)(CCCC)CCCC.C(CCC)[N+](CCCC)(CCCC)CCCC.C(CCC)[N+](CCCC)(CCCC)CCCC (tetrabutylammonium tribromide). Product: COC(C)(OC)C1=CC=C(C=C1)C(C)(C)C (1-[1,1-Bis(methyloxy)ethyl]-4-tert-butylbenzene). RXN SMILES: [C:1]([C:5]1[CH:10]=[CH:9][C:8]([C:11](=[O:13])[CH3:12])=[CH:7][CH:6]=1)([CH3:4])([CH3:3])[CH3:2].[CH:14](OC)(OC)[O:15]C.[CH3:21]O>[Br-].[Br-].[Br-].C([N+](CCCC)(CCCC)CCCC)CCC.C([N+](CCCC)(CCCC)CCCC)CCC.C([N+](CCCC)(CCCC)CCCC)CCC>[CH3:21][O:13][C:11]([C:8]1[CH:7]=[CH:6][C:5]([C:1]([CH3:4])([CH3:2])[CH3:3])=[CH:10][CH:9]=1)([O:15][CH3:14])[CH3:12] |f:3.4.5.6.7.8|. Procedure details: To a stirred solution of 4′-tert-butylacetophenone (purchased from Aldrich, 1.76 g, 10 mmol) in MeOH (1 mL) was added trimethyl orthoformate (1.97 g, 11 mmol) and tetrabutylammonium tribromide (48.2 mg, 0.1 mmol) successively. The same reaction procedure as described in Example 63A was performed to give the title compound (2.33 g) as a yellow oil. Reactants: [C-]#N.[Na+] (sodium cyanide), O1C(OCC1)CCBr (2-[1,3]-dioxolan-2-yl-1-bromoethane). The reagents and catalysts are [Cl-].C(C1=CC=CC=C1)[N+](C)(C)C (benzyltrimethylammonium chloride). The solvent is O (water), O (water). Run at temperature 90 celsius. Product: O1C(OCC1)CCC#N (3-[1,3]-dioxolan-2-yl-propionitrile). The yield is 88.0%. RXN SMILES: [C-:1]#[N:2].[Na+].[O:4]1[CH2:8][CH2:7][O:6][CH:5]1[CH2:9][CH2:10]Br>[Cl-].C([N+](C)(C)C)C1C=CC=CC=1.O>[O:4]1[CH2:8][CH2:7][O:6][CH:5]1[CH2:9][CH2:10][C:1]#[N:2] |f:0.1,3.4|. Procedure details: 58.8 g (1.2 mol) of sodium cyanide and 22.28 g (0.12 mol) of benzyltrimethylammonium chloride are dissolved in 360 ml of water. Thereafter 181.03 g (1.0 mol) of 2-[1,3]-dioxolan-2-yl-1-bromoethane are added dropwise and the reaction mixture is heated at 90° C. After six hours it is cooled, diluted with 400 ml of water and subjected to extraction with ether. Drying over magnesium sulfate and evaporation of the solvent give 111.85 g of 3-[1,3]-dioxolan-2-yl-propionitrile as a reddish oil which is ... The reactants are C([O-])([O-])=O.[K+].[K+] (potassium carbonate), C1(=CC=CC=C1)S(=O)(=O)C(C1=CC(=CC=C1)C(F)(F)F)NC(OC(C)(C)C)=O (tert-Butyl {(phenylsulphonyl)[3-(trifluoromethyl)phenyl]methyl}carbamate). Solvent: C1CCOC1 (THF). Product: FC(C=1C=C(C=CC1)\C=N\C(OC(C)(C)C)=O)(F)F (tert-Butyl {(E)-[3-(trifluoromethyl)phenyl]methylidene}carbamate). As a reaction SMILES: C(=O)([O-])[O-].[K+].[K+].C1(S([CH:16]([NH:27][C:28](=[O:34])[O:29][C:30]([CH3:33])([CH3:32])[CH3:31])[C:17]2[CH:22]=[CH:21][CH:20]=[C:19]([C:23]([F:26])([F:25])[F:24])[CH:18]=2)(=O)=O)C=CC=CC=1>C1COCC1>[F:24][C:23]([F:25])([F:26])[C:19]1[CH:18]=[C:17](/[CH:16]=[N:27]/[C:28](=[O:34])[O:29][C:30]([CH3:33])([CH3:31])[CH3:32])[CH:22]=[CH:21][CH:20]=1 |f:0.1.2|. Procedure: A quantity of 10.88 g (78.73 mmol) of potassium carbonate was dried hot in an HV, left to cool under argon to RT and admixed with 127 ml of THF and also with 5.45 g (13.12 mmol) of the sulphonyl compound from Example 10A. The mixture was stirred at reflux for 16 h under argon. The mixture was cooled to RT and then filtered through Celite. The latter was rinsed with THF. The entire filtrate was freed from the volatile components on a rotary evaporator and then in an HV, to give 3.63 g (100% of th...